This data is from the Open Reaction Database (ORD), a public repository of structured organic reaction records. The task is: describe an organic reaction: reactants, conditions, products, and yield Reactants: C(=O)(OC(C)(C)C)N[C@@H](CC1=CC=CC=C1)C(=O)O (Boc-L-phenylalanine), C(C1=CC=CC=C1)NCC(=O)OCC (ethyl N-benzylglycinate), C1(CCCCC1)N=C=NC1CCCCC1 (dicyclohexylcarbodiimide). Yields the product C(C1=CC=CC=C1)N1C([C@@H](NC(C1)=O)CC1=CC=CC=C1)=O (1,3(S)-Dibenzylpiperazine-2,5-dione). The yield is 88.1%. RXN SMILES: [C:1]([NH:8][C@H:9]([C:17]([OH:19])=O)[CH2:10][C:11]1[CH:16]=[CH:15][CH:14]=[CH:13][CH:12]=1)([O:3]C(C)(C)C)=O.[CH2:20]([NH:27][CH2:28]C(OCC)=O)[C:21]1[CH:26]=[CH:25][CH:24]=[CH:23][CH:22]=1.C1(N=C=NC2CCCCC2)CCCCC1>>[CH2:20]([N:27]1[CH2:28][C:1](=[O:3])[NH:8][C@@H:9]([CH2:10][C:11]2[CH:12]=[CH:13][CH:14]=[CH:15][CH:16]=2)[C:17]1=[O:19])[C:21]1[CH:26]=[CH:25][CH:24]=[CH:23][CH:22]=1. Reported procedure: The title compound was prepared according to the procedure described in Example 2, Step A, except using Boc-L-phenylalanine (12.8 g, 48.2 mmol), ethyl N-benzylglycinate (9.32 g, 48.2 mmol) and dicyclohexylcarbodiimide (96.5 mL 0.5M in dichloromethane, 48.2 mmol). The crude diketopiperazine was triturated with hexane to give the title compound as a white powder (12.5 g). NMR (300 MHz, CD3OD) δ 7.0-7.4 (10H, m), 4.61 (1H, d, J=16 Hz), 4.37 (1H, t, J=5 Hz), 4.24 (1H, d, J=16 Hz), 3.42 (1H, d, J=18 ... Starting materials: [BH4-], CO, Cc1c(F)c(F)c(F)c(C=O)c1F, [Na+]. As a reaction SMILES: [BH4-:1].[CH3:16][OH:17].[CH3:3][c:4]1[c:5]([F:15])[c:6]([CH:7]=[O:8])[c:9]([F:14])[c:10]([F:13])[c:11]1[F:12].[Na+:2]>>[CH3:3][c:4]1[c:5]([F:15])[c:6]([CH2:7][OH:8])[c:9]([F:14])[c:10]([F:13])[c:11]1[F:12]. Product: Cc1c(F)c(F)c(F)c(CO)c1F. The reactants are CC(Cl)OC(=O)Cl, ClC(Cl)Cl, O, OC1CCCCC1, c1ccncc1. The product is CC(Cl)OC(=O)OC1CCCCC1. RXN SMILES: [C:14]([O:15][CH:16]([CH3:17])[Cl:18])(=[O:19])[Cl:20].[CH:22]([Cl:23])([Cl:24])[Cl:25].[OH2:21].[OH:1][CH:2]1[CH2:3][CH2:4][CH2:5][CH2:6][CH2:7]1.[cH:8]1[cH:9][cH:10][n:11][cH:12][cH:13]1>>[O:1]([CH:2]1[CH2:3][CH2:4][CH2:5][CH2:6][CH2:7]1)[C:14]([O:15][CH:16]([CH3:17])[Cl:18])=[O:19]. Reaction SMILES: [H-].[Na+].CCOCC.[CH3:8][CH:9]([C:15]([O:17]CC)=[O:16])[C:10]([O:12]CC)=[O:11].Br[CH2:21][C:22]1[CH:31]=[CH:30][C:29]2[C:24](=[CH:25][C:26]([CH3:32])=[CH:27][CH:28]=2)[CH:23]=1.[NH4+].[Cl-].[OH-].[K+]>C1COCC1.O>[CH3:8][C:9]([CH2:21][C:22]1[CH:31]=[CH:30][C:29]2[C:24](=[CH:25][C:26]([CH3:32])=[CH:27][CH:28]=2)[CH:23]=1)([C:15]([OH:17])=[O:16])[C:10]([OH:12])=[O:11] |f:0.1,5.6,7.8|. Starting materials: [H-].[Na+] (NaH), CCOCC (Et2O), CC(C(=O)OCC)C(=O)OCC (diethyl 2-methylmalonate), BrCC1=CC2=CC(=CC=C2C=C1)C (2-(bromomethyl)-7-methylnaphthalene), [NH4+].[Cl-] (NH4Cl), [OH-].[K+] (KOH). Isolated yield 76.0%. The product is CC(C(=O)O)(C(=O)O)CC1=CC2=CC(=CC=C2C=C1)C (2-methyl-2-[(7-methyl-2-naphthyl)methyl]malonic acid). The solvent is O (water), C1CCOC1 (THF). Procedure details: To a stirred suspension of 3.6 g NaH (90 mmol, 60% in mineral oil) in 200 ml Et2O 16.2 ml (94 mmol) of diethyl 2-methylmalonate was added slowly with cooling. After 2 h stirring at 20 C, solution of 21.2 g (90 mmol) of 2-(bromomethyl)-7-methylnaphthalene (prepared according Gorsane, M.; Martin, R. H.; Bull. Soc. Chim. Belg.; 94; 3; 1985; 205-214.) in 20 ml of THF was added, resulting mixture was stirred overnight and decomposed by addition of saturated NH4Cl solution. Organic phase was separated... Reaction conditions: time 8 hour. Reactants: ClC1=C(C=C(C=C1)NC(C1=CN=C(C=C1)N1CCNCC1)=O)NC(C1=CC=C(C=C1)F)=O (N-(4-chloro-3-(4-fluorobenzamido)phenyl)-6-(piperazin-1-yl)nicotinamide), C(CC(C)C)(=O)Cl (isovaleryl chloride). The product is CC(CC(=O)N1CCN(CC1)C1=CC=C(C=N1)C(=O)NC1=CC(=C(C=C1)Cl)NC(C1=CC=C(C=C1)F)=O)C (6-(4-(3-methylbutanoyl)piperazin-1-yl)-N-(3-(4-fluorobenzamido)-4-chlorophenyl)-pyridine-3-carboxamide). Reaction SMILES: [Cl:1][C:2]1[CH:7]=[CH:6][C:5]([NH:8][C:9](=[O:22])[C:10]2[CH:15]=[CH:14][C:13]([N:16]3[CH2:21][CH2:20][NH:19][CH2:18][CH2:17]3)=[N:12][CH:11]=2)=[CH:4][C:3]=1[NH:23][C:24](=[O:32])[C:25]1[CH:30]=[CH:29][C:28]([F:31])=[CH:27][CH:26]=1.[C:33](Cl)(=[O:38])[CH2:34][CH:35]([CH3:37])[CH3:36]>>[CH3:36][CH:35]([CH3:37])[CH2:34][C:33]([N:19]1[CH2:18][CH2:17][N:16]([C:13]2[N:12]=[CH:11][C:10]([C:9]([NH:8][C:5]3[CH:6]=[CH:7][C:2]([Cl:1])=[C:3]([NH:23][C:24](=[O:32])[C:25]4[CH:30]=[CH:29][C:28]([F:31])=[CH:27][CH:26]=4)[CH:4]=3)=[O:22])=[CH:15][CH:14]=2)[CH2:21][CH2:20]1)=[O:38]. Reported procedure: N-(4-chloro-3-(4-fluorobenzamido)phenyl)-6-(piperazin-1-yl)nicotinamide (0.182 mmol) was used in general procedure 1 with isovaleryl chloride (0.20 mmol). The product was purified by RP-HPLC to give 6-(4-(3-methylbutanoyl)piperazin-1-yl)-N-(3-(4-fluorobenzamido)-4-chlorophenyl)-pyridine-3-carboxamide. MS (Q1) 538.5 (M)+